This data is from the Open Reaction Database (ORD), a public repository of structured organic reaction records. The task is: describe an organic reaction: reactants, conditions, products, and yield Starting materials: C(C1=CC=CC=C1)OC(NC=1C(=C2C(=NN(C2=CC1)C(C1=CC=CC=C1)(C1=CC=CC=C1)C1=CC=CC=C1)C1=CC(=CC=C1)F)F)=O ({4-fluoro-3-(3-fluoro-phenyl)-1-trityl-1H-indazol-5-yl}-carbamic acid benzyl ester). The reagents and catalysts are [C].[Pd] (palladium-carbon). Run in CO (methanol). Conditions: time 4 hour. Yields the product FC1=C2C(=NN(C2=CC=C1N)C(C1=CC=CC=C1)(C1=CC=CC=C1)C1=CC=CC=C1)C1=CC(=CC=C1)F (4-Fluoro-3-(3-fluoro-phenyl)-1-trityl-1H-indazol-5-yl-amine). The yield is 58.1%. RXN SMILES: C(OC(=O)[NH:10][C:11]1[C:12]([F:46])=[C:13]2[C:17](=[CH:18][CH:19]=1)[N:16]([C:20]([C:33]1[CH:38]=[CH:37][CH:36]=[CH:35][CH:34]=1)([C:27]1[CH:32]=[CH:31][CH:30]=[CH:29][CH:28]=1)[C:21]1[CH:26]=[CH:25][CH:24]=[CH:23][CH:22]=1)[N:15]=[C:14]2[C:39]1[CH:44]=[CH:43][CH:42]=[C:41]([F:45])[CH:40]=1)C1C=CC=CC=1>CO.[C].[Pd]>[F:46][C:12]1[C:11]([NH2:10])=[CH:19][CH:18]=[C:17]2[C:13]=1[C:14]([C:39]1[CH:44]=[CH:43][CH:42]=[C:41]([F:45])[CH:40]=1)=[N:15][N:16]2[C:20]([C:27]1[CH:28]=[CH:29][CH:30]=[CH:31][CH:32]=1)([C:33]1[CH:38]=[CH:37][CH:36]=[CH:35][CH:34]=1)[C:21]1[CH:22]=[CH:23][CH:24]=[CH:25][CH:26]=1 |f:2.3|. Reported procedure: A total of 652 mg of {4-fluoro-3-(3-fluoro-phenyl)-1-trityl-1H-indazol-5-yl}-carbamic acid benzyl ester obtained in Production Example II-19-b was dissolved in 20 ml of methanol, 652 mg of 10% palladium-carbon, and the mixture was subjected to catalytic hydrogenation at room temperature at normal pressure. After stirring for 4 hours, the mixture was filtered through Celite, and the filtrate was evaporated. The residue was purified and separated by silica gel column chromatography (ethyl acetate:... The reactants are solid, BrC1=CC(=CC=2C=C3N(C12)CCCNC3=O)C#N (7-bromo-1-oxo-2,3,4,5-tetrahydro-[1,4]diazepino[1,2-a]indole-9-carbonitrile), BrC1=CC(=CC=2C=C3N(C12)CCCNC3=O)C#N (7-bromo-1-oxo-2,3,4,5-tetrahydro-[1,4]diazepino[1,2-a]indole-9-carbonitrile), ClC1=NC=CC(=C1)B(O)O (2-chloro-pyridin-4-ylboronic acid). The product is ClC1=NC=CC(=C1)C1=CC(=CC=2C=C3N(C12)CCCNC3=O)C#N (7-(2-Chloropyridin-4-yl)-1-oxo-2,3,4,5-tetrahydro-[1,4]diazepino[1,2-a]indole-9-carbonitrile). RXN SMILES: Br[C:2]1[C:10]2[N:9]3[CH2:11][CH2:12][CH2:13][NH:14][C:15](=[O:16])[C:8]3=[CH:7][C:6]=2[CH:5]=[C:4]([C:17]#[N:18])[CH:3]=1.[Cl:19][C:20]1[CH:25]=[C:24](B(O)O)[CH:23]=[CH:22][N:21]=1>>[Cl:19][C:20]1[CH:25]=[C:24]([C:2]2[C:10]3[N:9]4[CH2:11][CH2:12][CH2:13][NH:14][C:15](=[O:16])[C:8]4=[CH:7][C:6]=3[CH:5]=[C:4]([C:17]#[N:18])[CH:3]=2)[CH:23]=[CH:22][N:21]=1. Procedure: The title compound, light yellow solid (72 mg, 86%), MS (ISP) m/z=337.3 [(M+H)+], mp 286.5° C., was prepared in accordance with the general method of example 1 from 7-bromo-1-oxo-2,3,4,5-tetrahydro-[1,4]diazepino[1,2-a]indole-9-carbonitrile (intermediate 20) (76.0 mg, 0.25 mmol) and commercially available 2-chloro-pyridin-4-ylboronic acid (51.1 mg, 0.325 mmol). Starting materials: NC1=CC=C(C=C1)C1=C(NC2=CN=CC=C21)C(=O)N (3-(4-aminophenyl)-1H-pyrrolo[2,3-c]pyridine-2-carboxamide), COC1=C(C=CC=C1)N=C=O (2-methoxyphenyl isocyanate). Yields the product solid, COC1=C(C=CC=C1)NC(NC1=CC=C(C=C1)C1=C(NC2=CN=CC=C21)C(=O)N)=O (3-{4-[3-(2-methoxyphenyl)ureido]phenyl}-1H-pyrrolo[2,3-c]pyridine-2-carboxamide). Reaction SMILES: [NH2:1][C:2]1[CH:7]=[CH:6][C:5]([C:8]2[C:16]3[C:11](=[CH:12][N:13]=[CH:14][CH:15]=3)[NH:10][C:9]=2[C:17]([NH2:19])=[O:18])=[CH:4][CH:3]=1.[CH3:20][O:21][C:22]1[CH:27]=[CH:26][CH:25]=[CH:24][C:23]=1[N:28]=[C:29]=[O:30]>>[CH3:20][O:21][C:22]1[CH:27]=[CH:26][CH:25]=[CH:24][C:23]=1[NH:28][C:29](=[O:30])[NH:1][C:2]1[CH:3]=[CH:4][C:5]([C:8]2[C:16]3[C:11](=[CH:12][N:13]=[CH:14][CH:15]=3)[NH:10][C:9]=2[C:17]([NH2:19])=[O:18])=[CH:6][CH:7]=1. Procedure details: 25 mg of solid yellow 3-{4-[3-(2-methoxyphenyl)ureido]phenyl}-1H-pyrrolo[2,3-c]pyridine-2-carboxamide are prepared as described in Example 1 starting with 3-(4-aminophenyl)-1H-pyrrolo[2,3-c]pyridine-2-carboxamide and 2-methoxyphenyl isocyanate. Reactants: O=C1C(CSC1)CC1=CC=C(C=C1)C(C(=O)O)C (2-[4-(4-Oxothiolan-3-ylmethyl)phenyl]propionic Acid), [BH4-].[Na+] (sodium borohydride). The solvent is C(C)O (ethanol). Product: OC1C(CSC1)CC1=CC=C(C=C1)C(C(=O)O)C (2-[4-(4-Hydroxythiolan-3-ylmethyl)phenyl]propionic Acid). The yield is 19.0%. As a reaction SMILES: [O:1]=[C:2]1[CH2:6][S:5][CH2:4][CH:3]1[CH2:7][C:8]1[CH:13]=[CH:12][C:11]([CH:14]([CH3:18])[C:15]([OH:17])=[O:16])=[CH:10][CH:9]=1.[BH4-].[Na+]>C(O)C>[OH:1][CH:2]1[CH2:6][S:5][CH2:4][CH:3]1[CH2:7][C:8]1[CH:13]=[CH:12][C:11]([CH:14]([CH3:18])[C:15]([OH:17])=[O:16])=[CH:10][CH:9]=1 |f:1.2|. Procedure details: 2-[4-(4-Oxothiolan-3-ylmethyl)phenyl]propionic acid (24 mg) obtained in Example 8 was dissolved in ethanol (1.0 ml), sodium borohydride (9.4 mg) was added stirring on an ice bath, and stirred for 1 hour. The reaction mixture was quenched with 2.0 M aqueous hydrochloric acid, and extracted with ethyl acetate. The aqueous layer was extracted again with ethyl acetate, and the organic layers were combined, and washed with saturated brine. The organic layer was dried over magnesium sulfate, and then ... Reported procedure: Boc-Orn(Boc)-Amp (1.35 g, 3 mmol) was dissolved in EtOAc (200 ml) and to the slightly cloudy solution was added MsOH (0.43 ml, 6.6 mmol) drop wise. The reaction mixture became a clear solution which was stirred at room temperature for approximately 20 hrs. Solvent was removed and the residue was triturated in hexanes. Off-white solid product was formed which was filtered under vacuum and washed with hexanes. The solid was dried in vacuum oven for 20 hrs to obtain 0.88 g of Orn-Amp-2MsOH (l-ornit... The solvent is CCOC(=O)C (EtOAc). Product: N[C@@H](CCCN)C(=O)O (Orn). Run at time 20 hour. RXN SMILES: [NH:1](C(OC(C)(C)C)=O)[C@H:2]([C:14]([OH:16])=[O:15])[CH2:3][CH2:4][CH2:5][NH:6]C(OC(C)(C)C)=O.S(O)(C)(=O)=O>CCOC(C)=O>[NH2:1][C@H:2]([C:14]([OH:16])=[O:15])[CH2:3][CH2:4][CH2:5][NH2:6]. The reactants are N([C@@H](CCCNC(=O)OC(C)(C)C)C(=O)O)C(=O)OC(C)(C)C (Boc-Orn(Boc)), S(=O)(=O)(C)O (MsOH). Yield: 222.0%. Starting materials: ClC1=C(C=C(C=C1)CNC(=O)C1=C(C(=O)O)C=CC=C1)O (2-({[(4-chloro-3-hydroxyphenyl)methyl]amino}carbonyl)benzoic acid), ClC=1C=C(C#N)C=C(C1)F (3-chloro-5-fluorobenzonitrile), C(=O)([O-])[O-].[K+].[K+] (K2CO3). Solvent: CN1CCCC1=O (NMP). The product is ClC=1C=C(C#N)C=C(C1)OC1=C(C=CC(=C1)CN1C(C2=CC=CC=C2C1=O)=O)Cl (3-chloro-5-({2-chloro-5-[(1,3-dioxo-1,3-dihydro-2H-isoindol-2-yl)methyl]phenyl}oxy)benzonitrile). The yield is 22.7%. As a reaction SMILES: [Cl:1][C:2]1[CH:7]=[CH:6][C:5]([CH2:8][NH:9][C:10]([C:12]2[CH:20]=[CH:19][CH:18]=[CH:17][C:13]=2[C:14](O)=[O:15])=[O:11])=[CH:4][C:3]=1[OH:21].[Cl:22][C:23]1[CH:24]=[C:25]([CH:28]=[C:29](F)[CH:30]=1)[C:26]#[N:27].C([O-])([O-])=O.[K+].[K+]>CN1C(=O)CCC1>[Cl:22][C:23]1[CH:24]=[C:25]([CH:28]=[C:29]([O:21][C:3]2[CH:4]=[C:5]([CH2:8][N:9]3[C:10](=[O:11])[C:12]4[C:13](=[CH:17][CH:18]=[CH:19][CH:20]=4)[C:14]3=[O:15])[CH:6]=[CH:7][C:2]=2[Cl:1])[CH:30]=1)[C:26]#[N:27] |f:2.3.4|. Procedure details: 3-Chloro-5-({2-chloro-5-[(1,3-dioxo-1,3-dihydro-2H-isoindol-2-yl)methyl]phenyl}oxy)benzonitrile was prepared in a in a similar manner as described herein from 2-({[(4-chloro-3-hydroxyphenyl)methyl]amino}carbonyl)benzoic acid (3.0 g, 10.4 mmol), 3-chloro-5-fluorobenzonitrile (2.5 g, 15.6 mmol), K2CO3 (4.3 g, 31.0 mmol) and NMP (25.0 mL). Purification was accomplished by column chromatography (hexane/EtOAc) to afford the title compound (1.0 g, 24%) as a solid. Starting materials: [AlH4-].[Li+] (lithium tetrahydroaluminate), [OH-].[Na+] (sodium hydroxide), OCCC1CCC(CC1)=O (4-(2-Hydroxyethyl)cyclohexanone), O (water). Solvent: CCOCC (ether), C1CCOC1 (THF), CCOCC (ether), CCOCC (ether). Conditions: temperature 0 celsius, time 16 hour. Yields the product OCCC1CCC(CC1)O (4-(2-Hydroxyethyl)cyclohexanol). RXN SMILES: [OH:1][CH2:2][CH2:3][CH:4]1[CH2:9][CH2:8][C:7](=[O:10])[CH2:6][CH2:5]1.[AlH4-].[Li+].O.[OH-].[Na+]>CCOCC.C1COCC1>[OH:1][CH2:2][CH2:3][CH:4]1[CH2:9][CH2:8][CH:7]([OH:10])[CH2:6][CH2:5]1 |f:1.2,4.5|. Reported procedure: 4-(2-Hydroxyethyl)cyclohexanone (2.00 g, 0.0141 mol) was dissolved in ether (30.00 mL) and was cooled at 0° C. To the reaction was added 1.0 M lithium tetrahydroaluminate in ether (14.1 mL) and the resulting mixture was stirred at 0° C. for 2 hours and at 25° C. for 16 hours. To the reaction was added THF (20.00 mL) and this mixture was cooled at 0° C. and then water (0.40 mL, 0.022 mol) was added, followed by 1.00 M sodium hydroxide (0.40 mL). To the reaction was then added ether (100.00 mL) an...